Dataset: the Open Reaction Database (ORD), a public repository of structured organic reaction records. Task: describe an organic reaction: reactants, conditions, products, and yield Reactants: OC1=C(C2=C(N=C(S2)C)C=C1)C=O (6-Hydroxy-2-methyl-benzothiazole-7-carboxaldehyde), C[Si](C)(C)C=[N+]=[N-] ((trimethylsilyl)diazomethane). Solvent: C1=CC=CC=C1 (benzene), CO (methanol). The product is COC1=C(C2=C(N=C(S2)C)C=C1)C=O (6-Methoxy-2-methyl-benzothiazole-7-carboxaldehyde). As a reaction SMILES: [OH:1][C:2]1[CH:11]=[CH:10][C:5]2[N:6]=[C:7]([CH3:9])[S:8][C:4]=2[C:3]=1[CH:12]=[O:13].[CH3:14][Si](C=[N+]=[N-])(C)C>CO.C1C=CC=CC=1>[CH3:14][O:1][C:2]1[CH:11]=[CH:10][C:5]2[N:6]=[C:7]([CH3:9])[S:8][C:4]=2[C:3]=1[CH:12]=[O:13]. Reported procedure: 6-Hydroxy-2-methyl-benzothiazole-7-carboxaldehyde (75 mg, 0.362 mmol) was taken up in 30% methanol in benzene (7 mL) and treated with (trimethylsilyl)diazomethane (2.0M solution in hexanes) (0.5 mL, 1.0 mmol) for 2 hours at room temperature. The mixture was evaporated, and the title compound was purified by flash chromatography eluting with 25-30% ethyl acetate in hexane. Reactants: EtOAc hexanes, C(C)(C)OC=1C=C2C=C(NC2=CC1)C (5-isopropoxy-2-methylindole), C(C)OC=1C=C2C(=C(NC2=CC1)C)C=O (5-ethoxy-2-methylindole-3-carboxaldehyde), substituted indole. Conditions: time 90 minute. The product is C(C)(C)OC=1C=C2C(=C(NC2=CC1)C)C=O (5-isopropoxy-2-methylindole-3-carboxaldehyde). RXN SMILES: [CH:1]([O:4][C:5]1[CH:6]=[C:7]2[C:11](=[CH:12][CH:13]=1)[NH:10][C:9]([CH3:14])=[CH:8]2)([CH3:3])[CH3:2].[CH2:15]([O:17]C1C=C2C(=CC=1)NC(C)=C2C=O)C>>[CH:1]([O:4][C:5]1[CH:6]=[C:7]2[C:11](=[CH:12][CH:13]=1)[NH:10][C:9]([CH3:14])=[C:8]2[CH:15]=[O:17])([CH3:3])[CH3:2]. Reported procedure: This compound was prepared from 408c (347 mg, 1.83 mmol) in a manner similar to that for 409a except for after the drop-wise addition of substituted indole, the solution was stirred for 90 min A cream-colored powder was obtained (313 mg, 78%): mp 179-181° C. TLC Rf 0.43 (75% EtOAc/hexanes). 1H NMR (600 MHz, d6-DMSO) δ 11.84 (s, 1H), 10.00 (s, 1H), 7.56 (d, 1H, J=2.4 Hz), 7.26-7.25 (d, 1H, J=8.64 Hz), 6.77-6.76 (dd, 1H, J1=8.7 Hz, J2=2.46 Hz), 4.56-4.50 (sep, 1H, J=6 Hz), 2.64 (s, 3H), 1.27-1.26 ... The reactants are BrCC(=O)OCC (ethyl bromoacetate), ClC1=CC(=C(C=C1)O)OC (4-chloro-2-methoxyphenol). Yields the product ClC1=CC(=C(OCC(=O)OCC)C=C1)OC ((4-Chloro-2-methoxyphenoxy)-acetic acid, ethyl ester). RXN SMILES: Br[CH2:2][C:3]([O:5][CH2:6][CH3:7])=[O:4].[Cl:8][C:9]1[CH:14]=[CH:13][C:12]([OH:15])=[C:11]([O:16][CH3:17])[CH:10]=1>>[Cl:8][C:9]1[CH:14]=[CH:13][C:12]([O:15][CH2:2][C:3]([O:5][CH2:6][CH3:7])=[O:4])=[C:11]([O:16][CH3:17])[CH:10]=1. Procedure details: The subtitle compound was prepared by the method of example 1 step (iv) using ethyl bromoacetate and 4-chloro-2-methoxyphenol Yield 2.7 g